describe an organic reaction: reactants, conditions, products, and yield From a dataset of the Open Reaction Database (ORD), a public repository of structured organic reaction records. The reactants are C(#N)C[C@@H]1C[C@@H](OC(O1)(C)C)CC(=O)N(CC)CC ((4R-cis)-6-(cyanomethyl)-N,N-diethyl-2,2-dimethyl-1,3-dioxane-4-acetamide), N (ammonia), [H][H] (hydrogen), [H][H] (hydrogen). The reagents and catalysts are [Ni] (Raney nickel). Solvent: CO (methanol). Reaction conditions: temperature 20 celsius, time 3 hour. Product: NCC[C@@H]1C[C@@H](OC(O1)(C)C)CC(=O)N(CC)CC ((4R-cis)-6-(2-aminoethyl)-N,N-diethyl-2,2-dimethyl-1,3-dioxane-4-acetamide). Yield: 91.3%. RXN SMILES: [C:1]([CH2:3][C@H:4]1[O:9][C:8]([CH3:11])([CH3:10])[O:7][C@@H:6]([CH2:12][C:13]([N:15]([CH2:18][CH3:19])[CH2:16][CH3:17])=[O:14])[CH2:5]1)#[N:2].N.[H][H]>CO.[Ni]>[NH2:2][CH2:1][CH2:3][C@H:4]1[O:9][C:8]([CH3:11])([CH3:10])[O:7][C@@H:6]([CH2:12][C:13]([N:15]([CH2:18][CH3:19])[CH2:16][CH3:17])=[O:14])[CH2:5]1. Procedure: A solution of (4R-cis)-6-(cyanomethyl)-N,N-diethyl-2,2-dimethyl-1,3-dioxane-4-acetamide (10.0 g, 0.037 mol) in methanol (220 mL) containing anhydrous ammonia (3.25 g) is reacted with hydrogen gas in a Parr shaker at 30° C. in a presence of a slurry of Raney nickel A-7000 (4.2 g). After 3 hours, uptake of hydrogen has ceased, the mixture is cooled to 20° C., the atmosphere is vented and exchanged for nitrogen, the slurry is filtered through celite, and concentrated at reduced pressure to give 9.2... Starting materials: C(C)(C)(C)OC(NC1=C(C=C(C(=C1)CC#N)I)NC(CC(=O)C1=CC(=CC=C1)N1C=NC=C1)=O)=O ({5-cyanomethyl-2-[3-(3-imidazol-1-yl-phenyl)-3-oxo-propionylamino]-4-iodo-phenyl}-carbamic acid tert.-butyl ester), C(=O)(C(F)(F)F)O (TFA). Solvent: C(Cl)Cl (CH2Cl2). Yields the product N1(C=NC=C1)C=1C=C(C=CC1)C1=NC2=C(NC(C1)=O)C=C(C(=C2)CC#N)I ([4-(3-Imidazol-1-yl-phenyl)-8-iodo-2-oxo-2,3-dihydro-1H-benzo[b][1,4]diazepin-7-yl]-acetonitrile), solid. RXN SMILES: C(OC(=O)[NH:7][C:8]1[CH:13]=[C:12]([CH2:14][C:15]#[N:16])[C:11]([I:17])=[CH:10][C:9]=1[NH:18][C:19](=[O:34])[CH2:20][C:21]([C:23]1[CH:28]=[CH:27][CH:26]=[C:25]([N:29]2[CH:33]=[CH:32][N:31]=[CH:30]2)[CH:24]=1)=O)(C)(C)C.C(O)(C(F)(F)F)=O>C(Cl)Cl>[N:29]1([C:25]2[CH:24]=[C:23]([C:21]3[CH2:20][C:19](=[O:34])[NH:18][C:9]4[CH:10]=[C:11]([I:17])[C:12]([CH2:14][C:15]#[N:16])=[CH:13][C:8]=4[N:7]=3)[CH:28]=[CH:27][CH:26]=2)[CH:33]=[CH:32][N:31]=[CH:30]1. Procedure: The title compound was prepared from {5-cyanomethyl-2-[3-(3-imidazol-1-yl-phenyl)-3-oxo-propionylamino]-4-iodo-phenyl}-carbamic acid tert.-butyl ester (Example M21) (520 mg, 0.89 mmol) by treatment with TFA in CH2Cl2 according to the general procedure N. Obtained as a light pink solid (297 mg). The reactants are CC1=C(C(=NN1C1=CC(=CC=C1)C(F)(F)F)C1=CC=NC=C1)C(=O)O (5-methyl-3-pyridin-4-yl-1-(3-trifluoromethyl-phenyl)-1H-pyrazole-4-carboxylic acid), N1(CCCC1)C1CCNCC1 (4-(1-pyrrolidinyl)piperidine). Yields the product CC1=C(C(=NN1C1=CC(=CC=C1)C(F)(F)F)C1=CC=NC=C1)C(=O)N1CCC(CC1)N1CCCC1 ([5-Methyl-3-pyridin-4-yl-1-(3-trifluoromethyl-phenyl)-1H-pyrazol-4-yl]-(4-pyrrolidin-1-yl-piperidin-1-yl)-methanone). Isolated yield 12.0%. RXN SMILES: [CH3:1][C:2]1[N:6]([C:7]2[CH:12]=[CH:11][CH:10]=[C:9]([C:13]([F:16])([F:15])[F:14])[CH:8]=2)[N:5]=[C:4]([C:17]2[CH:22]=[CH:21][N:20]=[CH:19][CH:18]=2)[C:3]=1[C:23](O)=[O:24].[N:26]1([CH:31]2[CH2:36][CH2:35][NH:34][CH2:33][CH2:32]2)[CH2:30][CH2:29][CH2:28][CH2:27]1>>[CH3:1][C:2]1[N:6]([C:7]2[CH:12]=[CH:11][CH:10]=[C:9]([C:13]([F:15])([F:14])[F:16])[CH:8]=2)[N:5]=[C:4]([C:17]2[CH:22]=[CH:21][N:20]=[CH:19][CH:18]=2)[C:3]=1[C:23]([N:34]1[CH2:35][CH2:36][CH:31]([N:26]2[CH2:30][CH2:29][CH2:28][CH2:27]2)[CH2:32][CH2:33]1)=[O:24]. Procedure: In analogy to the procedure described in Example 160E], 5-methyl-3-pyridin-4-yl-1-(3-trifluoromethyl-phenyl)-1H-pyrazole-4-carboxylic acid and 4-(1-pyrrolidinyl)piperidine gave the title compound as a light yellow oil (12%). MS: 484.1 (MH+). The reactants are CN(C)C=O, CCOC(=O)C(Cl)C(C)=O, [Na+], [Na+], O=C([O-])[O-], O=C(O)c1ccc(Cl)cc1. Yields the product CCOC(=O)C(OC(=O)c1ccc(Cl)cc1)C(C)=O. As a reaction SMILES: [CH3:27][N:28]([CH3:29])[CH:30]=[O:31].[Cl:17][CH:18]([C:19](=[O:20])[O:21][CH2:22][CH3:23])[C:24](=[O:25])[CH3:26].[Na+:11].[Na+:12].[O-:13][C:14](=[O:15])[O-:16].[OH:1][C:2](=[O:3])[c:4]1[cH:5][cH:6][c:7]([Cl:8])[cH:9][cH:10]1>>[O:1]([C:2](=[O:3])[c:4]1[cH:5][cH:6][c:7]([Cl:8])[cH:9][cH:10]1)[CH:18]([C:19](=[O:20])[O:21][CH2:22][CH3:23])[C:24](=[O:25])[CH3:26]. Starting materials: C1(=CC=CC=C1)C=1C(=NC=2N(C1)C=CN2)C2=CC=C(C=O)C=C2 (4-(6-phenylimidazo[1,2-a]pyrimidin-7-yl)benzaldehyde), N1CCC(CC1)N1N=CC=2C1=NC=NC2N (1-piperidine-4-yl-1H-pyrazolo[3,4-d]pyrimidin-4-ylamine), [BH-](OC(=O)C)(OC(=O)C)OC(=O)C.[Na+] (NaBH(OAc)3). Product: C1(=CC=CC=C1)C=1C(=NC=2N(C1)C=CN2)C2=CC=C(CN1CCC(CC1)N1N=CC=3C1=NC=NC3N)C=C2 (1-{1-[4-(6-phenyl-imidazo[1,2-a]pyrimidin-7-yl)-benzyl]-piperidin-4-yl}-1H-pyrazolo[3,4-d]pyrimidin-4-ylamine). Isolated yield 41.9%. As a reaction SMILES: [C:1]1([C:7]2[C:8]([C:16]3[CH:23]=[CH:22][C:19]([CH:20]=O)=[CH:18][CH:17]=3)=[N:9][C:10]3[N:11]([CH:13]=[CH:14][N:15]=3)[CH:12]=2)[CH:6]=[CH:5][CH:4]=[CH:3][CH:2]=1.[NH:24]1[CH2:29][CH2:28][CH:27]([N:30]2[C:34]3=[N:35][CH:36]=[N:37][C:38]([NH2:39])=[C:33]3[CH:32]=[N:31]2)[CH2:26][CH2:25]1.[BH-](OC(C)=O)(OC(C)=O)OC(C)=O.[Na+]>>[C:1]1([C:7]2[C:8]([C:16]3[CH:23]=[CH:22][C:19]([CH2:20][N:24]4[CH2:29][CH2:28][CH:27]([N:30]5[C:34]6=[N:35][CH:36]=[N:37][C:38]([NH2:39])=[C:33]6[CH:32]=[N:31]5)[CH2:26][CH2:25]4)=[CH:18][CH:17]=3)=[N:9][C:10]3[N:11]([CH:13]=[CH:14][N:15]=3)[CH:12]=2)[CH:6]=[CH:5][CH:4]=[CH:3][CH:2]=1 |f:2.3|. Procedure: 300 mg (1 mmol) 4-(6-phenylimidazo[1,2-a]pyrimidin-7-yl)benzaldehyde and 306 mg (1.20 mmol) 1-piperidine-4-yl-1H-pyrazolo[3,4-d]pyrimidin-4-ylamine were reacted for four days (additional NaBH(OAc)3 has been added after four, six, eight, 24 and 28 hours (two equivalents each)) at room temperature and purified as previously described. 210 mg of the desired compound were obtained.